From a dataset of the Open Reaction Database (ORD), a public repository of structured organic reaction records. describe an organic reaction: reactants, conditions, products, and yield The reactants are BrB(Br)Br, COc1ccc2c(C#N)c(-c3ccc(NC(=O)OC(C)C)cc3)n(C3CCC3)c2c1, ClCCl, O. Product: CC(C)OC(=O)Nc1ccc(-c2c(C#N)c3ccc(O)cc3n2C2CCC2)cc1. RXN SMILES: [B:31]([Br:32])([Br:33])[Br:34].[CH:1]([CH3:2])([CH3:3])[O:4][C:5]([NH:6][c:7]1[cH:8][cH:9][c:10](-[c:13]2[n:14]([CH:26]3[CH2:27][CH2:28][CH2:29]3)[c:15]3[cH:16][c:17]([O:24][CH3:25])[cH:18][cH:19][c:20]3[c:21]2[C:22]#[N:23])[cH:11][cH:12]1)=[O:30].[Cl:36][CH2:37][Cl:38].[OH2:35]>>[CH:1]([CH3:2])([CH3:3])[O:4][C:5]([NH:6][c:7]1[cH:8][cH:9][c:10](-[c:13]2[n:14]([CH:26]3[CH2:27][CH2:28][CH2:29]3)[c:15]3[cH:16][c:17]([OH:24])[cH:18][cH:19][c:20]3[c:21]2[C:22]#[N:23])[cH:11][cH:12]1)=[O:30]. The yield is 93.0%. Run in C(C)#N (acetonitrile). Reported procedure: General procedure D was followed using 1-(3,5-dichloropyridin-4-yl)piperidine-4-carboxamide 23 (24 mg, 0.088 mmol), pyrimidin-5-yl boronic acid (12 mg, 0.11 mmol) and tetrakis(triphenylphosphine)palladium(0) (5 mg, 5 mol %), acetonitrile (1 mL) and a 0.5 M sodium carbonate (0.25 mL, 0.12 mmol) for 30 min. The crude product was purified by preparative tlc on silica gel (CH2Cl2, MeOH, 10:1) to furnish the title compound as a white solid (26 mg, 95%), LC-MS (ESI, 3.5 min) Rt 1.19 min, m/z 318 (100%... The reactants are ClC=1C=NC=C(C1N1CCC(CC1)C(=O)N)Cl (1-(3,5-dichloropyridin-4-yl)piperidine-4-carboxamide), N1=CN=CC(=C1)B(O)O (pyrimidin-5-yl boronic acid), C([O-])([O-])=O.[Na+].[Na+] (sodium carbonate). Reaction SMILES: Cl[C:2]1[CH:3]=[N:4][CH:5]=[C:6]([Cl:17])[C:7]=1[N:8]1[CH2:13][CH2:12][CH:11]([C:14]([NH2:16])=[O:15])[CH2:10][CH2:9]1.[N:18]1[CH:23]=[C:22](B(O)O)[CH:21]=[N:20][CH:19]=1.C(=O)([O-])[O-].[Na+].[Na+]>C1C=CC([P]([Pd]([P](C2C=CC=CC=2)(C2C=CC=CC=2)C2C=CC=CC=2)([P](C2C=CC=CC=2)(C2C=CC=CC=2)C2C=CC=CC=2)[P](C2C=CC=CC=2)(C2C=CC=CC=2)C2C=CC=CC=2)(C2C=CC=CC=2)C2C=CC=CC=2)=CC=1.C(#N)C>[Cl:17][C:6]1[CH:5]=[N:4][CH:3]=[C:2]([C:22]2[CH:23]=[N:18][CH:19]=[N:20][CH:21]=2)[C:7]=1[N:8]1[CH2:13][CH2:12][CH:11]([C:14]([NH2:16])=[O:15])[CH2:10][CH2:9]1 |f:2.3.4,^1:36,38,57,76|. The reagents and catalysts are C=1C=CC(=CC1)[P](C=2C=CC=CC2)(C=3C=CC=CC3)[Pd]([P](C=4C=CC=CC4)(C=5C=CC=CC5)C=6C=CC=CC6)([P](C=7C=CC=CC7)(C=8C=CC=CC8)C=9C=CC=CC9)[P](C=1C=CC=CC1)(C=1C=CC=CC1)C=1C=CC=CC1 (tetrakis(triphenylphosphine)palladium(0)). The product is ClC=1C=NC=C(C1N1CCC(CC1)C(=O)N)C=1C=NC=NC1 (1-(3-chloro-5-(pyrimidin-5-yl)pyridin-4-yl)piperidine-4-carboxamide). The reactants are C=1C=CC2=C(C1)N=NN2O (HOBT), CCN=C=NCCCN(C)C.Cl (EDC.HCl), C(C)(C)(C)OC(=O)N1[C@H](CNCC1)CCCC (1-tert-butoxycarbonyl-2(S)-n-butylpiperazine), C1(=CC=CC2=CC=CC=C12)C(=O)O (1-naphthalene carboxylic acid). Run in C(C)N(CC)CC (triethylamine). The product is C(C)(C)(C)OC(=O)N1[C@H](CN(CC1)C(=O)C1=CC=CC2=CC=CC=C12)CCCC (1-tert-butoxycarbonyl-2(S)-n-butyl-4-(1-naphthoyl)piperazine), oil. As a reaction SMILES: [C:1]([O:5][C:6]([N:8]1[CH2:13][CH2:12][NH:11][CH2:10][C@@H:9]1[CH2:14][CH2:15][CH2:16][CH3:17])=[O:7])([CH3:4])([CH3:3])[CH3:2].[C:18]1([C:28](O)=[O:29])[C:27]2[C:22](=[CH:23][CH:24]=[CH:25][CH:26]=2)[CH:21]=[CH:20][CH:19]=1.C1C=CC2N(O)N=NC=2C=1.CCN=C=NCCCN(C)C.Cl>C(N(CC)CC)C>[C:1]([O:5][C:6]([N:8]1[CH2:13][CH2:12][N:11]([C:28]([C:18]2[C:27]3[C:22](=[CH:23][CH:24]=[CH:25][CH:26]=3)[CH:21]=[CH:20][CH:19]=2)=[O:29])[CH2:10][C@@H:9]1[CH2:14][CH2:15][CH2:16][CH3:17])=[O:7])([CH3:4])([CH3:3])[CH3:2] |f:3.4|. Procedure details: The title compound was prepared according to the procedure described in Example 1, Step A except using 1-tert-butoxycarbonyl-2(S)-n-butylpiperazine (0.325 g, 1.34 mmol), 1-naphthalene carboxylic acid (0.230 g, 1.34 mmol), HOBT (0.203 g, 1.34 mmol), EDC.HCl (0.254 g, 1.34 mmol) and triethylamine to adjust the pH to 7. The title compound was obtained as a thick oil (0.490 g).